From a dataset of the Open Reaction Database (ORD), a public repository of structured organic reaction records. describe an organic reaction: reactants, conditions, products, and yield Yields the product Cl, COCCCN1C(=O)C(C)(C)Oc2ccc(N(C(=O)C3CC(N)CN(C(=O)OCC4c5ccccc5-c5ccccc54)C3)C3CC3)cc21. Starting materials: C1COCCO1, Cl, COCCCN1C(=O)C(C)(C)Oc2ccc(N(C(=O)C3CC(NC(=O)OC(C)(C)C)CN(C(=O)OCC4c5ccccc5-c5ccccc54)C3)C3CC3)cc21. Reaction SMILES: [CH2:57]1[O:58][CH2:59][CH2:60][O:61][CH2:62]1.[ClH:56].[cH:1]1[cH:2][cH:3][cH:4][c:5]2[c:13]1[CH:12]([CH2:14][O:15][C:16](=[O:17])[N:18]1[CH2:19][CH:20]([NH:48][C:49]([O:50][C:51]([CH3:52])([CH3:53])[CH3:54])=[O:55])[CH2:21][CH:22]([C:24]([N:25]([c:26]3[cH:27][cH:28][c:29]4[c:30]([cH:43]3)[N:31]([CH2:38][CH2:39][CH2:40][O:41][CH3:42])[C:32](=[O:37])[C:33]([CH3:35])([CH3:36])[O:34]4)[CH:44]3[CH2:45][CH2:46]3)=[O:47])[CH2:23]1)[c:11]1[c:6]-2[cH:7][cH:8][cH:9][cH:10]1>>[ClH:56].[cH:1]1[cH:2][cH:3][cH:4][c:5]2[c:13]1[CH:12]([CH2:14][O:15][C:16](=[O:17])[N:18]1[CH2:19][CH:20]([NH2:48])[CH2:21][CH:22]([C:24]([N:25]([c:26]3[cH:27][cH:28][c:29]4[c:30]([cH:43]3)[N:31]([CH2:38][CH2:39][CH2:40][O:41][CH3:42])[C:32](=[O:37])[C:33]([CH3:35])([CH3:36])[O:34]4)[CH:44]3[CH2:45][CH2:46]3)=[O:47])[CH2:23]1)[c:11]1[c:6]-2[cH:7][cH:8][cH:9][cH:10]1. Starting materials: C1(CC1)C=1C=C(C=CC1)NC=1OCC2=C(N1)C=CC(=C2)N (N2-(3-cyclopropyl-phenyl)-4H-benzo[d][1,3]oxazine-2,6-diamine), C(=O)C=1NC=CN1 (2-formylimidazole). The product is C1(CC1)C=1C=C(C=CC1)NC=1OCC2=C(N1)C=CC(=C2)NCC=2NC=CN2 (N2-(3-Cyclopropyl-phenyl)-N6-(1H-imdazol-2-ylmethyl)-4H-benzo[d][1,3]oxazine-2,6-diamine). Isolated yield 39.2%. RXN SMILES: [CH:1]1([C:4]2[CH:5]=[C:6]([NH:10][C:11]3[O:12][CH2:13][C:14]4[CH:20]=[C:19]([NH2:21])[CH:18]=[CH:17][C:15]=4[N:16]=3)[CH:7]=[CH:8][CH:9]=2)[CH2:3][CH2:2]1.[CH:22]([C:24]1[NH:25][CH:26]=[CH:27][N:28]=1)=O>>[CH:1]1([C:4]2[CH:5]=[C:6]([NH:10][C:11]3[O:12][CH2:13][C:14]4[CH:20]=[C:19]([NH:21][CH2:22][C:24]5[NH:25][CH:26]=[CH:27][N:28]=5)[CH:18]=[CH:17][C:15]=4[N:16]=3)[CH:7]=[CH:8][CH:9]=2)[CH2:3][CH2:2]1. Procedure details: Prepared from N2-(3-cyclopropyl-phenyl)-4H-benzo[d][1,3]oxazine-2,6-diamine (197 mg, 0.71 mmol) and 2-formylimidazole (81 mg, 0.84 mmol) according to the procedure described for example 88. Obtained the title compound as a white solid (100 mg, 39%), MS (ISP) m/e=358.5 [(M−H)+]. Yield: 76.2%. Conditions: time 0.5 hour. Procedure details: To a 50-mL round-bottom flask containing a solution of tert-butyl N-(4-[[(3R)-3-(cyanomethyl)-7-thia-9,11-diazatricyclo[6.4.0.0[2,6]]dodeca-1(8),2(6),9,11-tetraen-12-yl]oxy]-1-methylcyclohexyl)carbamate (100 mg, 0.23 mmol, 1.00 equiv) in distilled DMF (3 mL) was added sodium hydride (60% dispersion in mineral oil 37 mg, 0.93 mmol, 4.09 equiv) at 0° C. The resulting solution was stirred for 0.5 h at this temperature. Then CH3I (321 mg, 2.26 mmol, 1.00 equiv) was added and the resulting solution w... Reaction SMILES: [C:1]([CH2:3][C@H:4]1[CH2:15][CH2:14][C:13]2[S:12][C:11]3[N:10]=[CH:9][N:8]=[C:7]([O:16][CH:17]4[CH2:22][CH2:21][C:20]([NH:24][C:25](=[O:31])[O:26][C:27]([CH3:30])([CH3:29])[CH3:28])([CH3:23])[CH2:19][CH2:18]4)[C:6]=3[C:5]1=2)#[N:2].[H-].[Na+].[CH3:34]I>CN(C=O)C>[C:1]([CH2:3][C@H:4]1[CH2:15][CH2:14][C:13]2[S:12][C:11]3[N:10]=[CH:9][N:8]=[C:7]([O:16][CH:17]4[CH2:18][CH2:19][C:20]([N:24]([CH3:34])[C:25](=[O:31])[O:26][C:27]([CH3:30])([CH3:29])[CH3:28])([CH3:23])[CH2:21][CH2:22]4)[C:6]=3[C:5]1=2)#[N:2] |f:1.2|. Product: C(#N)C[C@@H]1C=2C=3C(=NC=NC3SC2CC1)OC1CCC(CC1)(C)N(C(OC(C)(C)C)=O)C (tert-butyl N-(4-[[(3R)-3-(cyanomethyl)-7-thia-9,11-diazatricyclo[6.4.0.0[2,6]]dodeca-1(8),2(6),9,11-tetraen-12-yl]oxy]-1-methylcyclohexyl)-N-methylcarbamate). Reactants: CI (CH3I), [H-].[Na+] (sodium hydride), oil, C(#N)C[C@@H]1C=2C=3C(=NC=NC3SC2CC1)OC1CCC(CC1)(C)NC(OC(C)(C)C)=O (tert-butyl N-(4-[[(3R)-3-(cyanomethyl)-7-thia-9,11-diazatricyclo[6.4.0.0[2,6]]dodeca-1(8),2(6),9,11-tetraen-12-yl]oxy]-1-methylcyclohexyl)carbamate). Solvent: CN(C)C=O (DMF). Starting materials: [N+](=[N-])=C1[C@@H](O[C@@H]([C@H]1O)CO)N1C(=O)NC(=O)C=C1 (diazo-deoxyuridine), [N-]=[N+]=[N-].[Na+] (sodium azide). The product is N(=[N+]=[N-])C=1C(NC(N([C@H]2C[C@H](O)[C@@H](CO)O2)C1)=O)=O (5-azido-deoxyuridine). Reaction SMILES: [N+](=[C:3]1[C@H:7]([OH:8])[C@@H:6]([CH2:9][OH:10])[O:5][C@H:4]1[N:11]1[CH:18]=[CH:17][C:15](=[O:16])[NH:14][C:12]1=[O:13])=[N-].[N-:19]=[N+:20]=[N-:21].[Na+]>>[N:19]([C:17]1[C:15](=[O:16])[NH:14][C:12](=[O:13])[N:11]([CH:18]=1)[C@@H:4]1[O:5][C@H:6]([CH2:9][OH:10])[C@@H:7]([OH:8])[CH2:3]1)=[N+:20]=[N-:21] |f:1.2|. Procedure details: 5-azido-2-'-deoxyuridine nucleoside and nucleotide compounds and a method of producing them. The method involves reacting a 5'-deoxyuridine compound with nitrosonium tetrafluoroborate to produce a 5-nitro-deoxyuridine compound. The 5-nitro-deoxyuridine compound is reduced to a 5-amino-deoxyuridine compound in the presence of metallic zinc. The 5-amino-deoxyuridine compound is acidified and reacted with sodium nitrite to produce a 5-diazo-deoxyuridine compound. The diazo-deoxyuridine compound is ... Starting materials: CN1CCCC(CC1)N2C(=O)C=3C=CC=CC3C(=N2)CC=4C=CC(=CC4)Cl (azelastine), O=C([C@H](O)[C@@H](O)[C@H](O)[C@H](O)CO)O (gluconic acid). The product is CN1CCCC(CC1)N2C(=O)C=3C=CC=CC3C(=N2)CC=4C=CC(=CC4)Cl.O=C([C@H](O)[C@@H](O)[C@H](O)[C@H](O)CO)[O-] (azelastine gluconate). Reaction SMILES: [CH3:1][N:2]1[CH2:8][CH2:7][CH:6]([N:9]2[N:19]=[C:18]([CH2:20][C:21]3[CH:22]=[CH:23][C:24]([Cl:27])=[CH:25][CH:26]=3)[C:17]3[CH:16]=[CH:15][CH:14]=[CH:13][C:12]=3[C:10]2=[O:11])[CH2:5][CH2:4][CH2:3]1.[O:28]=[C:29]([OH:40])[C@@H:30]([C@H:32]([C@@H:34]([C@@H:36]([CH2:38][OH:39])[OH:37])[OH:35])[OH:33])[OH:31]>>[CH3:1][N:2]1[CH2:8][CH2:7][CH:6]([N:9]2[N:19]=[C:18]([CH2:20][C:21]3[CH:26]=[CH:25][C:24]([Cl:27])=[CH:23][CH:22]=3)[C:17]3[CH:16]=[CH:15][CH:14]=[CH:13][C:12]=3[C:10]2=[O:11])[CH2:5][CH2:4][CH2:3]1.[O:28]=[C:29]([O-:40])[C@@H:30]([C@H:32]([C@@H:34]([C@@H:36]([CH2:38][OH:39])[OH:37])[OH:35])[OH:33])[OH:31] |f:2.3|. Reported procedure: The molar ratio azelastine : gluconic acid is 1:1.25. Reactants: C(=O)(O)[O-].[Na+] (NaHCO3), C(#N)C1=C(CN2C(=NN=C(C2=O)C)N2C[C@@H](CCC2)NC(OC(C)(C)C)=O)C=CC=C1 ((R)-tert-butyl 1-(4-(2-cyanobenzyl)-6-methyl-5-oxo-4,5-dihydro-1,2,4-triazin-3-yl)piperidin-3-ylcarbamate), Cl (HCl). The solvent is ClCCl (dichloromethane), CO (methanol). Reaction conditions: time 2 hour. Yields the product N[C@H]1CN(CCC1)C1=NN=C(C(N1CC1=C(C#N)C=CC=C1)=O)C ((R)-2-((3-(3-aminopiperidin-1-yl)-6-methyl-5-oxo-1,2,4-triazin-4(5H)-yl)methyl)benzonitrile). RXN SMILES: [C:1]([C:3]1[CH:31]=[CH:30][CH:29]=[CH:28][C:4]=1[CH2:5][N:6]1[C:11](=[O:12])[C:10]([CH3:13])=[N:9][N:8]=[C:7]1[N:14]1[CH2:19][CH2:18][CH2:17][C@@H:16]([NH:20]C(=O)OC(C)(C)C)[CH2:15]1)#[N:2].Cl.C([O-])(O)=O.[Na+]>ClCCl.CO>[NH2:20][C@@H:16]1[CH2:17][CH2:18][CH2:19][N:14]([C:7]2[N:6]([CH2:5][C:4]3[CH:28]=[CH:29][CH:30]=[CH:31][C:3]=3[C:1]#[N:2])[C:11](=[O:12])[C:10]([CH3:13])=[N:9][N:8]=2)[CH2:15]1 |f:2.3|. Procedure details: To a solution of (R)-tert-butyl 1-(4-(2-cyanobenzyl)-6-methyl-5-oxo-4,5-dihydro-1,2,4-triazin-3-yl)piperidin-3-ylcarbamate (7, 13 mg) in dichloromethane (0.5 mL) was added HCl in methanol (20%) (1 mL) and the mixture was stirred at RT for 2 h. The mixture was carefully neutralized with NaHCO3 (aq, saturated), and extracted with CH2Cl2 (50 mL×3). The combined extracts were dried over Na2SO4 and concentrated to give the crude product. This was purified by column chromatography on silica gel, elute... Starting materials: C=CC1OC(C)(C)OC1C(O)CO, ClC(Cl)Cl, Cl, Cc1ccc(S(=O)(=O)Cl)cc1, c1ccncc1. Product: C=CC1OC(C)(C)OC1C(O)COS(=O)(=O)c1ccc(C)cc1. Reaction SMILES: [CH3:1][C:2]1([CH3:13])[O:3][CH:4]([CH:5]([CH2:6][OH:7])[OH:8])[CH:9]([CH:10]=[CH2:11])[O:12]1.[CH:32]([Cl:33])([Cl:34])[Cl:35].[ClH:31].[c:20]1([CH3:30])[cH:21][cH:22][c:23]([S:26](=[O:27])(=[O:28])[Cl:29])[cH:24][cH:25]1.[cH:14]1[cH:15][cH:16][n:17][cH:18][cH:19]1>>[CH3:1][C:2]1([CH3:13])[O:3][CH:4]([CH:5]([CH2:6][O:7][S:26]([c:23]2[cH:22][cH:21][c:20]([CH3:30])[cH:25][cH:24]2)(=[O:27])=[O:28])[OH:8])[CH:9]([CH:10]=[CH2:11])[O:12]1. Solvent: CO (methanol). RXN SMILES: [C:1]([C:5]1[CH:12]=[CH:11][C:8]([CH:9]=O)=[CH:7][CH:6]=1)([CH3:4])([CH3:3])[CH3:2].Cl.[CH2:14]([O:21][C:22]1[CH:23]=[C:24]([CH2:28][CH2:29][NH2:30])[CH:25]=[CH:26][CH:27]=1)[C:15]1[CH:20]=[CH:19][CH:18]=[CH:17][CH:16]=1.C(=O)([O-])[O-].[K+].[K+].[BH4-].[Na+].Cl>CO>[CH2:14]([O:21][C:22]1[CH:23]=[C:24]([CH2:28][CH2:29][NH:30][CH2:9][C:8]2[CH:11]=[CH:12][C:5]([C:1]([CH3:4])([CH3:3])[CH3:2])=[CH:6][CH:7]=2)[CH:25]=[CH:26][CH:27]=1)[C:15]1[CH:16]=[CH:17][CH:18]=[CH:19][CH:20]=1 |f:1.2,3.4.5,6.7|. Conditions: time 30 minute. Yield: 93.9%. Starting materials: C(C)(C)(C)C1=CC=C(C=O)C=C1 (4-tert-butylbenzaldehyde), [BH4-].[Na+] (sodium borohydride), Cl (HCl), Cl.C(C1=CC=CC=C1)OC=1C=C(C=CC1)CCN (2-(3-benzyloxy-phenyl)-ethylamine hydrochloride), C([O-])([O-])=O.[K+].[K+] (potassium carbonate). The product is C(C1=CC=CC=C1)OC=1C=C(C=CC1)CCNCC1=CC=C(C=C1)C(C)(C)C ([2-(3-benzyloxy-phenyl)-ethyl]-(4-tert-butyl-benzyl)-amine). Procedure details: 1.52 ml of 4-tert-butylbenzaldehyde (9.1 mmol) and 1.6 g 2-(3-benzyloxy-phenyl)-ethylamine hydrochloride (6.07 mmol) and 838 mg potassium carbonate (6.07 mmol) were suspended in 18 ml methanol at rt, and after stirring for 30 min at rt, were refluxed for 2 h. After cooling down to rt, 344 mg (9.1 mmol) sodium borohydride were added and after stirring for 5 min at rt, the reaction mixture was then refluxed for 2.5 h. After cooling down to rt, the reaction mixture was treated with 2 ml 1 N HCl and...